describe an organic reaction: reactants, conditions, products, and yield From a dataset of the Open Reaction Database (ORD), a public repository of structured organic reaction records. Reactants: C1CCOC1 (THF), C(C)OCC (diethylether), C1(=CC=CC=C1)[Mg]Br (phenylmagnesium bromide), ClC1=C(C=CC=C1)C1OCCO1 (2-chlorophenyl-[1,3]-dioxolan). The solvent is CCCCCC (hexane). Conditions: time 48 hour. Yields the product C1(=CC=C(C=C1)C1OCCO1)C1=CC=CC=C1 (2-(biphenyl-4-yl)-[1,3]-dioxolan). Isolated yield 88.0%. RXN SMILES: C1COCC1.[C:6]1([Mg]Br)[CH:11]=[CH:10][CH:9]=[CH:8][CH:7]=1.Cl[C:15]1[CH:20]=[CH:19][CH:18]=[CH:17][C:16]=1[CH:21]1[O:25][CH2:24][CH2:23][O:22]1.C(OCC)C>CCCCCC>[C:19]1([C:6]2[CH:11]=[CH:10][CH:9]=[CH:8][CH:7]=2)[CH:18]=[CH:17][C:16]([CH:21]2[O:25][CH2:24][CH2:23][O:22]2)=[CH:15][CH:20]=1. Procedure details: Using a THF solution of phenylmagnesium bromide (1.34 mL, 1.01 M, 1.35 mmol) and 2-chlorophenyl-[1,3]-dioxolan (184.6 mg, 1.0 mmol) as starting material, the reaction was performed at a scale of 1.0 mmol at 70° C. for 48 hours in the same manner as in Example 2. After performing silica gel column chromatography (diethylether=5, 10 and 20% in hexane), the above compound was obtained as a white solid (0.199 g, yield=88%, purity=>99% (GC analysis)).